From a dataset of the Open Reaction Database (ORD), a public repository of structured organic reaction records. describe an organic reaction: reactants, conditions, products, and yield Reactants: C(C1=CC=CC=C1)(=O)N=C=O (benzoyl isocyanate), S1C2=C(C=C1)C(CCC2)N (4,5,6,7-tetrahydrobenzo[b]thiophen-4-amine). The solvent is C(Cl)Cl (methylene chloride), C(Cl)Cl (methylene chloride). Conditions: time 8 hour. The product is C(C1=CC=CC=C1)(=O)NC(=O)NC1CCCC=2SC=CC21 (1-benzoyl-3-(4,5,6,7-tetrahydrobenzo-[b]thien-4-yl)urea). As a reaction SMILES: [C:1]([N:9]=[C:10]=[O:11])(=[O:8])[C:2]1[CH:7]=[CH:6][CH:5]=[CH:4][CH:3]=1.[S:12]1[CH:16]=[CH:15][C:14]2[CH:17]([NH2:21])[CH2:18][CH2:19][CH2:20][C:13]1=2>C(Cl)Cl>[C:1]([NH:9][C:10]([NH:21][CH:17]1[C:14]2[CH:15]=[CH:16][S:12][C:13]=2[CH2:20][CH2:19][CH2:18]1)=[O:11])(=[O:8])[C:2]1[CH:7]=[CH:6][CH:5]=[CH:4][CH:3]=1. Procedure details: A solution of benzoyl isocyanate (2.94g) in methylene chloride (5ml) is added to a solution of 4,5,6,7-tetrahydrobenzo[b]thiophen-4-amine is methylene chloride (50ml) under a nitrogen atmosphere. After stirring overnight at room temperature, the reaction mixture is evaporated to dryness in vacuo. The residue is then stirred in ether (100ml) and filtered to afford 1-benzoyl-3-(4,5,6,7-tetrahydrobenzo-[b]thien-4-yl)urea, m.p. 189° to 194° C.